Task: describe an organic reaction: reactants, conditions, products, and yield. Dataset: the Open Reaction Database (ORD), a public repository of structured organic reaction records Reactants: N (ammonia), ClC(=O)N1C2=C(NC(C3=C1C=CC=C3)=O)C=CC=N2 (11-(chlorocarbonyl)-5,11-dihydro-6H-pyrido[2,3-b][1,4]benzodiazepin-6-one), CN(CCCCC1NCCCC1)C (2-[4-(dimethylamino)butyl]piperidine), C(C)(=O)OCC (ethyl acetate). The solvent is ClCCl.C(C)(=O)OCC.C1CCCCC1.CO (dichloromethane ethyl acetate cyclohexane methanol). Product: CN(CCCCC1N(CCCC1)C(=O)N1C2=C(NC(C3=C1C=CC=C3)=O)C=CC=N2)C (5,11-Dihydro-11-[[2-[4-(dimethylamino)butyl]-1-piperidinyl]carbonyl]-6H-pyrido[2,3-b][1,4]benzodiazepin-6-one). Yield: 55.0%. Reaction SMILES: Cl[C:2]([N:4]1[C:10]2[CH:11]=[CH:12][CH:13]=[CH:14][C:9]=2[C:8](=[O:15])[NH:7][C:6]2[CH:16]=[CH:17][CH:18]=[N:19][C:5]1=2)=[O:3].[CH3:20][N:21]([CH3:32])[CH2:22][CH2:23][CH2:24][CH2:25][CH:26]1[CH2:31][CH2:30][CH2:29][CH2:28][NH:27]1.C(OCC)(=O)C.N>ClCCl.C(OCC)(=O)C.C1CCCCC1.CO>[CH3:32][N:21]([CH3:20])[CH2:22][CH2:23][CH2:24][CH2:25][CH:26]1[CH2:31][CH2:30][CH2:29][CH2:28][N:27]1[C:2]([N:4]1[C:10]2[CH:11]=[CH:12][CH:13]=[CH:14][C:9]=2[C:8](=[O:15])[NH:7][C:6]2[CH:16]=[CH:17][CH:18]=[N:19][C:5]1=2)=[O:3] |f:4.5.6.7|. Procedure: Prepared analogously to Example 4 from 11-(chlorocarbonyl)-5,11-dihydro-6H-pyrido[2,3-b][1,4]benzodiazepin-6-one and 2-[4-(dimethylamino)butyl]piperidine in a yield of 55% of theory. Colourless crystals, m.p. 145°-147° C. (from ethyl acetate), Rf 0.1 (Macherey-Nagel, Polygram® SIL G/UV254, pre-coated plastic sheets for TLC; eluant: dichloromethane/ethyl acetate/cyclohexane/methanol/conc. ammonia 58/25/8/8/1, v/v/v/v/v) Starting materials: C1(CCC2=CC=CC=C12)=O (1-indanone), C(C1=CC=CC=C1)N (benzylamine), amine, BrCC(=O)OCC (ethyl bromoacetate). The reagents and catalysts are [Pd] (palladium). Product: C1(CCC2=CC=CC=C12)NCC1=CC=CC=C1 (N-(1-indanyl)-benzylamine), amino acid. As a reaction SMILES: [C:1]1(=O)[C:9]2[C:4](=[CH:5][CH:6]=[CH:7][CH:8]=2)[CH2:3][CH2:2]1.[CH2:11]([NH2:18])[C:12]1[CH:17]=[CH:16][CH:15]=[CH:14][CH:13]=1.BrCC(OCC)=O>[Pd]>[CH:1]1([NH:18][CH2:11][C:12]2[CH:17]=[CH:16][CH:15]=[CH:14][CH:13]=2)[C:9]2[C:4](=[CH:5][CH:6]=[CH:7][CH:8]=2)[CH2:3][CH2:2]1. Procedure details: The amino acid was synthesized as described by Miyake, et al., Takeda Kenkyushoho 44: 171-185 (1985). [Chem. Abstr. 106: 156830 (1987)]. N-(1-indanyl)-benzylamine was prepared by reductive amination of 1-indanone with benzylamine, and alkylation of the amine by ethyl bromoacetate. The benzyl group was cleaved by hydrogenolysis over palladium. Saponification of the ethyl ester gave the amino acid, which was converted to the Boc derivative by the standard procedure described in Example III.